From a dataset of the Open Reaction Database (ORD), a public repository of structured organic reaction records. describe an organic reaction: reactants, conditions, products, and yield The reactants are ice water, (R)-Phenethylamine, CN(C)C1=NC=CC=C1 (dimethylaminopyridine), Cl.C(C)N=C=NCCCN(C)C (1-ethyl-3-(3-dimethylaminopropyl)carbodiimide hydrochloride), COC=1C(C(=C(C(C1OC)=O)CC=1C=CC(=C(C(=O)O)C1)OC(C)=O)C)=O (5-(5,6-dimethoxy-3-methyl-1,4-benzoquinon-2-yl)methyl-2-acetoxybenzoic acid), C(Cl)Cl (methylene chloride). Run at time 12 hour. Yields the product COC=1C(C(=C(C(C1OC)=O)CC=1C=CC(=C(C(=O)N[C@H](C)C2=CC=CC=C2)C1)O)C)=O (N-[5-(5,6-Dimethoxy-3-methyl-1,4-benzoquinon-2-yl)methyl-2-hydroxybenzoyl]-(R)-1-phenylethylamine). The yield is 52.0%. As a reaction SMILES: CN([C:4]1[CH:9]=[CH:8][CH:7]=[CH:6][N:5]=1)C.Cl.[CH2:11](N=C=NCCCN(C)C)[CH3:12].[CH3:22][O:23][C:24]1[C:25](=[O:48])[C:26]([CH3:47])=[C:27]([CH2:33][C:34]2[CH:35]=[CH:36][C:37]([O:43]C(=O)C)=[C:38]([CH:42]=2)[C:39](O)=[O:40])[C:28](=[O:32])[C:29]=1[O:30][CH3:31].[CH2:49](Cl)Cl>>[CH3:22][O:23][C:24]1[C:25](=[O:48])[C:26]([CH3:47])=[C:27]([CH2:33][C:34]2[CH:35]=[CH:36][C:37]([OH:43])=[C:38]([CH:42]=2)[C:39]([NH:5][C@@H:6]([C:7]2[CH:12]=[CH:11][CH:4]=[CH:9][CH:8]=2)[CH3:49])=[O:40])[C:28](=[O:32])[C:29]=1[O:30][CH3:31] |f:1.2|. Reported procedure: (R)-Phenethylamine (0.162 g, 1.337 mmol), dimethylaminopyridine (0.016 g, 0.134 mmol) and 1-ethyl-3-(3-dimethylaminopropyl)carbodiimide hydrochloride (0.384 g, 2.005 mmol) were added to a methylene chloride solution (30 ml) of 5-(5,6-dimethoxy-3-methyl-1,4-benzoquinon-2-yl)methyl-2-acetoxybenzoic acid (0.250 g, 0.668 mmol) and the resulting solution was stirred at room temperature for 12 hours. The reaction solution was poured into ice water and then extracted with methylene chloride. The extrac... Reactants: CC(=O)NCC1CN(c2ccc(N3CCC(O)(CC#N)CC3)c(F)c2)C(=O)O1, CCN(CC)S(F)(F)F, ClCCl. Product: CC(=O)NCC1CN(c2ccc(N3CCC(F)(CC#N)CC3)c(F)c2)C(=O)O1. RXN SMILES: [C:1](#[N:2])[CH2:3][C:4]1([OH:28])[CH2:5][CH2:6][N:7]([c:10]2[c:11]([F:27])[cH:12][c:13]([N:16]3[C:17](=[O:26])[O:18][CH:19]([CH2:21][NH:22][C:23]([CH3:24])=[O:25])[CH2:20]3)[cH:14][cH:15]2)[CH2:8][CH2:9]1.[CH2:29]([N:30]([S:31]([F:32])([F:33])[F:35])[CH2:34][CH3:36])[CH3:37].[Cl:38][CH2:39][Cl:40]>>[C:1](#[N:2])[CH2:3][C:4]1([F:35])[CH2:5][CH2:6][N:7]([c:10]2[c:11]([F:27])[cH:12][c:13]([N:16]3[C:17](=[O:26])[O:18][CH:19]([CH2:21][NH:22][C:23]([CH3:24])=[O:25])[CH2:20]3)[cH:14][cH:15]2)[CH2:8][CH2:9]1. Starting materials: NC(=O)N.C(C)(C)O (monoisopropanol urea), O=CC(Cl)(Cl)Cl (chloral). Run at temperature 85 celsius. Product: ClC(C(O)NC(=O)NCC(C)OC(C(Cl)(Cl)Cl)O)(Cl)Cl (1-(2,2,2-trichloro-1-hydroxyethyl)-3-[2-(2,2,2-trichloro-1-hydroxyethoxy)-propyl]urea). RXN SMILES: [NH2:1][C:2]([NH2:4])=[O:3].[CH:5]([OH:8])([CH3:7])[CH3:6].[O:9]=[CH:10][C:11]([Cl:14])([Cl:13])[Cl:12]>>[Cl:12][C:11]([Cl:14])([Cl:13])[CH:10]([NH:1][C:2]([NH:4][CH2:6][CH:5]([O:8][CH:10]([OH:9])[C:11]([Cl:14])([Cl:13])[Cl:12])[CH3:7])=[O:3])[OH:9] |f:0.1|. Procedure details: 59 g. (0.5 mole) of monoisopropanol urea was heated to 80° C.; 149.0 g (1.01 moles) of chloral was added dropwise thereto between 80°-90° C. with stirring. After the addition, the reaction mixture was stirred and heated between 80-90° C. for an additional hour. On cooling a clear viscous liquid product was obtained that weighted 205 g. Reactants: FC1=C(C=CC(=C1)I)NC1=C(C(=O)O)C=CN=C1 (3-[(2-fluoro-4-iodophenyl)amino]isonicotinic acid), FC1=C(C=CC(=C1)I)NC1=C(C(=O)O)C=CN=C1 (3-[(2-fluoro-4-iodophenyl)amino]isonicotinic acid), C(C1=CC=CC=C1)ON (O-benzyl-hydroxylamine). Reported procedure: N-(benzyloxy)-3-[(2-fluoro-4-iodophenyl)amino]isonicotinamide was synthesized according to the procedure for General Method 1, outlined above, starting with 0.5 mmol of 3-[(2-fluoro-4-iodophenyl)amino]isonicotinic acid (intermediate 1) and 0.72 mmol of O-benzyl-hydroxylamine. LC/MS [9.50 min; 464 (M+1)] The product is C(C1=CC=CC=C1)ONC(C1=C(C=NC=C1)NC1=C(C=C(C=C1)I)F)=O (N-(benzyloxy)-3-[(2-fluoro-4-iodophenyl)amino]isonicotinamide). As a reaction SMILES: [F:1][C:2]1[CH:7]=[C:6]([I:8])[CH:5]=[CH:4][C:3]=1[NH:9][C:10]1[CH:18]=[N:17][CH:16]=[CH:15][C:11]=1[C:12]([OH:14])=O.[CH2:19]([O:26][NH2:27])[C:20]1[CH:25]=[CH:24][CH:23]=[CH:22][CH:21]=1>>[CH2:19]([O:26][NH:27][C:12](=[O:14])[C:11]1[CH:15]=[CH:16][N:17]=[CH:18][C:10]=1[NH:9][C:3]1[CH:4]=[CH:5][C:6]([I:8])=[CH:7][C:2]=1[F:1])[C:20]1[CH:25]=[CH:24][CH:23]=[CH:22][CH:21]=1. The reactants are CC=1C(=CC2=CC=CC=C2C1)NC1=CC=CC=C1 (3-methyl-2-naphthylamline), FeCl3, O (H2O), Cl (hydrochloric acid), N (ammonia). Solvent: C(Cl)Cl (methylene chloride). Reaction conditions: time 10 minute. The product is CC1=C(C(=C2C=CC=CC2=C1)C=1C(=C(C=C2C=CC=CC12)C)N)N (3,3′-dimethyl-1,1′-binaphthyl-2,2′-diamine). The yield is 24.0%. As a reaction SMILES: [CH3:1][C:2]1[C:3]([NH:12]C2C=CC=CC=2)=[CH:4][C:5]2[C:10]([CH:11]=1)=[CH:9][CH:8]=[CH:7][CH:6]=2.O.Cl.[NH3:21]>C(Cl)Cl>[CH3:1][C:2]1[CH:11]=[C:10]2[C:5]([CH:6]=[CH:7][CH:8]=[CH:9]2)=[C:4]([C:4]2[C:3]([NH2:12])=[C:2]([CH3:1])[CH:11]=[C:10]3[C:5]=2[CH:6]=[CH:7][CH:8]=[CH:9]3)[C:3]=1[NH2:21]. Procedure: At 50° C., 3.1 g (20 mmol) of 3-methyl-2-naphthylamline, 6.5 g (40 mmol) of FeCl3 and 80 mL of H2O were stirred for 2 hours. To the reaction mixture was added 2 mL of concentrated hydrochloric acid at room temperature. The mixture was stirred at room temperature for 10 minutes. To the reaction mixture were added 20 mL of methylene chloride and 20 mL of a saturated aqueous ammonia solution. After vigorous stirring at room temperature, the reaction mixture was filtered over Celite and the filtrate... Starting materials: ClC1=C(C(=O)OC)C=C(C=C1)[N+](=O)[O-] (methyl 2-chloro-5-nitrobenzoate), C(C)(C1=CC=CC=C1)=NO (acetophenone oxime), [H-].[Na+] (sodium hydride), ice water. The solvent is CN(C=O)C (dimethylformamide), CN(C=O)C (dimethylformamide), CN(C=O)C (dimethylformamide). Run at time 1.5 hour. Yields the product COC(=O)C1=C(C=CC(=C1)[N+](=O)[O-])ON=C(C)C1=CC=CC=C1 (acetophenone O-(2-methoxycarbonyl-4-nitrophenyl)oxime). Yield: 73.1%. As a reaction SMILES: [C:1](=[N:9][OH:10])([C:3]1[CH:8]=[CH:7][CH:6]=[CH:5][CH:4]=1)[CH3:2].[H-].[Na+].Cl[C:14]1[CH:23]=[CH:22][C:21]([N+:24]([O-:26])=[O:25])=[CH:20][C:15]=1[C:16]([O:18][CH3:19])=[O:17]>CN(C)C=O>[CH3:19][O:18][C:16]([C:15]1[CH:20]=[C:21]([N+:24]([O-:26])=[O:25])[CH:22]=[CH:23][C:14]=1[O:10][N:9]=[C:1]([C:3]1[CH:8]=[CH:7][CH:6]=[CH:5][CH:4]=1)[CH3:2])=[O:17] |f:1.2|. Procedure details: A solution of 17.25 g of acetophenone oxime in 100 ml of dimethylformamide is added dropwise to a suspension of 5.92 g of 62.5% sodium hydride in 400 ml of dimethylformamide under ice-cooling. The mixture is stirred at the same temperature for 1.5 hours. A solution of 25.04 g of methyl 2-chloro-5-nitrobenzoate in 150 ml of dimethylformamide is added to the mixture, the mixture is stirred for 1 hour. The reaction mixture is poured into ice-water and the aqueous mixture is extracted with ethyl ace... Starting materials: CCOC(=O)CCCc1c(C)n(CCCC(=O)OCC)c2c(Br)cccc12, C#Cc1ccc(OC(C)=O)cc1, CC#N, CC(C)NC(C)C. The product is CCOC(=O)CCCc1c(C)n(CCCC(=O)OCC)c2c(C#Cc3ccc(OC(C)=O)cc3)cccc12. As a reaction SMILES: [Br:1][c:2]1[cH:3][cH:4][cH:5][c:6]2[c:7]([CH2:20][CH2:21][CH2:22][C:23](=[O:24])[O:25][CH2:26][CH3:27])[c:8]([CH3:19])[n:9]([CH2:11][CH2:12][CH2:13][C:14](=[O:15])[O:16][CH2:17][CH3:18])[c:10]12.[C:28]([CH3:29])(=[O:30])[O:31][c:32]1[cH:33][cH:34][c:35]([C:38]#[CH:39])[cH:36][cH:37]1.[CH3:40][C:41]#[N:42].[CH:43]([NH:44][CH:45]([CH3:46])[CH3:47])([CH3:48])[CH3:49]>>[c:2]1([C:39]#[C:38][c:35]2[cH:34][cH:33][c:32]([O:31][C:28]([CH3:29])=[O:30])[cH:37][cH:36]2)[cH:3][cH:4][cH:5][c:6]2[c:7]([CH2:20][CH2:21][CH2:22][C:23](=[O:24])[O:25][CH2:26][CH3:27])[c:8]([CH3:19])[n:9]([CH2:11][CH2:12][CH2:13][C:14](=[O:15])[O:16][CH2:17][CH3:18])[c:10]12. The reactants are solution, [H-].C(C(C)C)[Al+]CC(C)C (diisobutylaluminum hydride), C1(=CC=CC=C1)C (toluene), S(=O)(=O)([O-])[O-].[Na+].[Na+] (sodium sulfate), BrC=1C=C2C(=NNC2=CC1)C(=O)OC (methyl 5-bromo-1H-indazole-3-carboxylate). Run in C1CCOC1 (THF). Run at temperature -10 celsius, time 1 hour. The product is BrC=1C=C2C(=NNC2=CC1)CO ((5-bromo-1H-indazol-3-yl)methanol). Yield: 36.2%. Reaction SMILES: [Br:1][C:2]1[CH:3]=[C:4]2[C:8](=[CH:9][CH:10]=1)[NH:7][N:6]=[C:5]2[C:11](OC)=[O:12].[H-].C([Al+]CC(C)C)C(C)C.C1(C)C=CC=CC=1.S([O-])([O-])(=O)=O.[Na+].[Na+]>C1COCC1>[Br:1][C:2]1[CH:3]=[C:4]2[C:8](=[CH:9][CH:10]=1)[NH:7][N:6]=[C:5]2[CH2:11][OH:12] |f:1.2,4.5.6|. Procedure details: A solution of methyl 5-bromo-1H-indazole-3-carboxylate (2.21 g, 8.66 mmol) in THF (60 mL) was cooled to −10° C., and added dropwise with a 1 M solution of diisobutylaluminum hydride in toluene (36.0 mL, 36.0 mmol). After completion of the addition, the mixture was stirred at −10° C. for 1 hour, and then stirred overnight at room temperature. The reaction mixture was added dropwise with saturated aqueous sodium sulfate under ice cooling to terminate the reaction, and then filtered through Celite.... Reactants: CCC=CCOc1nsnc1-c1cccnc1, CI, CC(C)=O. Yields the product CCC=CCOc1nsnc1-c1ccc[n+](C)c1, [I-]. As a reaction SMILES: [CH2:3]([CH:4]=[CH:5][CH2:6][CH3:7])[O:8][c:9]1[n:10][s:11][n:12][c:13]1-[c:14]1[cH:15][n:16][cH:17][cH:18][cH:19]1.[CH3:1][I:2].[CH3:20][C:21](=[O:22])[CH3:23]>>[CH3:1][n+:16]1[cH:15][c:14](-[c:13]2[c:9]([O:8][CH2:3][CH:4]=[CH:5][CH2:6][CH3:7])[n:10][s:11][n:12]2)[cH:19][cH:18][cH:17]1.[I-:2]. The reactants are CC(=O)O, CO, O=C1CCC(=O)N1I, O=[N+]([O-])c1ccccc1-c1cccs1. Product: O=[N+]([O-])c1ccccc1-c1ccc(I)s1. As a reaction SMILES: [CH3:23][C:24](=[O:25])[OH:26].[CH3:27][OH:28].[I:15][N:16]1[C:17](=[O:18])[CH2:19][CH2:20][C:21]1=[O:22].[N+:1](=[O:2])([O-:3])[c:4]1[c:5](-[c:10]2[s:11][cH:12][cH:13][cH:14]2)[cH:6][cH:7][cH:8][cH:9]1>>[N+:1](=[O:2])([O-:3])[c:4]1[c:5](-[c:10]2[s:11][c:12]([I:15])[cH:13][cH:14]2)[cH:6][cH:7][cH:8][cH:9]1.